describe an organic reaction: reactants, conditions, products, and yield From a dataset of the Open Reaction Database (ORD), a public repository of structured organic reaction records. Reactants: CCN(C(C)C)C(C)C (DIPEA), C1(=CC=CC=C1)C1=CC(=NN1)C(=O)NCC(=O)O ([(5-phenyl-1H-pyrazole-3-carbonyl)-amino]-acetic acid), CCN=C=NCCCN(C)C.Cl (EDCI.HCl), Cl.Cl.CC1=C(C=C(C#N)C=C1)NC1CCNCC1 (4-methyl-3-(piperidin-4-ylamino)-benzonitrile dihydrochloride), C=1C=CC2=C(C1)N=NN2O (HOBt), Intermediate 3. Solvent: CN(C)C=O (DMF), O (water). Reaction conditions: time 8 hour. Yields the product C(#N)C=1C=CC(=C(C1)NC1CCN(CC1)C(CNC(=O)C1=NNC(=C1)C1=CC=CC=C1)=O)C (5-phenyl-1H-pyrazole-3-carboxylic acid {2-[4-(5-cyano-2-methyl-phenylamino)-piperidin-1-yl]-2-oxo-ethyl}-amide). The yield is 20.5%. As a reaction SMILES: CCN(C(C)C)C(C)C.[C:10]1([C:16]2[NH:20][N:19]=[C:18]([C:21]([NH:23][CH2:24][C:25]([OH:27])=O)=[O:22])[CH:17]=2)[CH:15]=[CH:14][CH:13]=[CH:12][CH:11]=1.C1C=CC2N(O)N=NC=2C=1.CCN=C=NCCCN(C)C.Cl.Cl.Cl.[CH3:52][C:53]1[CH:60]=[CH:59][C:56]([C:57]#[N:58])=[CH:55][C:54]=1[NH:61][CH:62]1[CH2:67][CH2:66][NH:65][CH2:64][CH2:63]1>CN(C=O)C.O>[C:57]([C:56]1[CH:59]=[CH:60][C:53]([CH3:52])=[C:54]([NH:61][CH:62]2[CH2:67][CH2:66][N:65]([C:25](=[O:27])[CH2:24][NH:23][C:21]([C:18]3[CH:17]=[C:16]([C:10]4[CH:11]=[CH:12][CH:13]=[CH:14][CH:15]=4)[NH:20][N:19]=3)=[O:22])[CH2:64][CH2:63]2)[CH:55]=1)#[N:58] |f:3.4,5.6.7|. Procedure: DIPEA (426 mg, 3.3 mmol) was added to a stirred solution of [(5-phenyl-1H-pyrazole-3-carbonyl)-amino]-acetic acid (285 mg, 1.1 mmol) in DMF (3 mL) followed by HOBt (175 mg, 1.3 mmol) and EDCI.HCl (252 mg, 1.3 mmol). After 2 minutes 4-methyl-3-(piperidin-4-ylamino)-benzonitrile dihydrochloride (250 mg, 1.1 mmol) (prepared according to the method used for the synthesis of Intermediate 3) was added and the stirring was continued at ambient temperature overnight. The reaction mixture was diluted wit... The reactants are CCOC(=O)C(Cc1ccccc1)CC(Cc1ccccc1)C(=O)NCCC(=O)O, ClCCl, C(=NC1CCCCC1)=NC1CCCCC1, OCc1cccnc1. Yields the product CCOC(=O)C(Cc1ccccc1)CC(Cc1ccccc1)C(=O)NCCC(=O)OCc1cccnc1. RXN SMILES: [CH2:1]([CH3:2])[O:3][C:4](=[O:5])[CH:6]([CH2:7][CH:8]([C:9](=[O:10])[NH:11][CH2:12][CH2:13][C:14](=[O:15])[OH:16])[CH2:17][c:18]1[cH:19][cH:20][cH:21][cH:22][cH:23]1)[CH2:24][c:25]1[cH:26][cH:27][cH:28][cH:29][cH:30]1.[CH2:54]([Cl:55])[Cl:56].[CH:39]1([N:40]=[C:41]=[N:42][CH:43]2[CH2:44][CH2:45][CH2:46][CH2:47][CH2:48]2)[CH2:49][CH2:50][CH2:51][CH2:52][CH2:53]1.[n:31]1[cH:32][c:33]([CH2:37][OH:38])[cH:34][cH:35][cH:36]1>>[CH2:1]([CH3:2])[O:3][C:4](=[O:5])[CH:6]([CH2:7][CH:8]([C:9](=[O:10])[NH:11][CH2:12][CH2:13][C:14](=[O:15])[O:16][CH2:37][c:33]1[cH:32][n:31][cH:36][cH:35][cH:34]1)[CH2:17][c:18]1[cH:19][cH:20][cH:21][cH:22][cH:23]1)[CH2:24][c:25]1[cH:26][cH:27][cH:28][cH:29][cH:30]1. Conditions: temperature 0 celsius. The reactants are TMS CHN2, C(=O)(OC(C)(C)C)NCCCCCCCCO (BocNH(CH2)8OH), F[B-](F)(F)F.[H+] (fluoroboric acid), C(Cl)Cl (DCM), TMS CHN2. Yields the product C(=O)(OC(C)(C)C)NCCCCCCCCOC (BocNH(CH2)8OMe). As a reaction SMILES: [C:1]([NH:8][CH2:9][CH2:10][CH2:11][CH2:12][CH2:13][CH2:14][CH2:15][CH2:16][OH:17])([O:3][C:4]([CH3:7])([CH3:6])[CH3:5])=[O:2].F[B-](F)(F)F.[H+].[CH2:24](Cl)Cl>>[C:1]([NH:8][CH2:9][CH2:10][CH2:11][CH2:12][CH2:13][CH2:14][CH2:15][CH2:16][O:17][CH3:24])([O:3][C:4]([CH3:5])([CH3:6])[CH3:7])=[O:2] |f:1.2|. Reported procedure: To a vigorously stirred mixture of BocNH(CH2)8OH (392 mg, 1.6 mmol) and fluoroboric acid (210 μL, 1.6 mmol) in DCM (8 mL), the TMS CHN2 (800 μL, 1.6 mmol) was added dropwise at 0° C. The solution was stirred at 0° C. and three further additions of TMS CHN2 (400 μL, 0.8 mmol and 200 μL×2, 0.4 mmol) were added at 15-minute intervals. The mixture was stirred for a further 4 hours after which starting material was still visible by t.l.c. but no further evolution of the reaction was however apparent. Product: C(C)(C)(C)C1=CC=C(C=C1)NC(C1=C(C=CC=C1)NC1=NC2=CN=CC=C2C=C1)=O (N-(4-tert-Butyl-phenyl)-2-([1,7]naphthyridin-2-ylamino)-benzamide). The reactants are ClC1=NC2=CN=CC=C2C=C1 (2-Chloro-[1,7]naphthyridine), NC1=C(C(=O)NC2=CC=C(C=C2)C(C)(C)C)C=CC=C1 (2-amino-N-(4-tert-butyl-phenyl)-benzamide), C1(CCCCC1)P(C1=C(C=CC=C1)C1=C(C=CC=C1)N(C)C)C1CCCCC1 ((2′-Dicyclohexylphosphanyl-biphenyl-2-yl)-dimethyl-amine), solution, [Li]N([Si](C)(C)C)[Si](C)(C)C (LiN(TMS)2). Reagents/catalysts: C=1C=CC(=CC1)/C=C/C(=O)/C=C/C2=CC=CC=C2.C=1C=CC(=CC1)/C=C/C(=O)/C=C/C2=CC=CC=C2.C=1C=CC(=CC1)/C=C/C(=O)/C=C/C2=CC=CC=C2.[Pd].[Pd] (Pd2(dba)3). RXN SMILES: Cl[C:2]1[CH:11]=[CH:10][C:9]2[C:4](=[CH:5][N:6]=[CH:7][CH:8]=2)[N:3]=1.[NH2:12][C:13]1[CH:31]=[CH:30][CH:29]=[CH:28][C:14]=1[C:15]([NH:17][C:18]1[CH:23]=[CH:22][C:21]([C:24]([CH3:27])([CH3:26])[CH3:25])=[CH:20][CH:19]=1)=[O:16].C1(P(C2CCCCC2)C2C=CC=CC=2C2C=CC=CC=2N(C)C)CCCCC1.[Li]N([Si](C)(C)C)[Si](C)(C)C>C1COCC1.C1C=CC(/C=C/C(/C=C/C2C=CC=CC=2)=O)=CC=1.C1C=CC(/C=C/C(/C=C/C2C=CC=CC=2)=O)=CC=1.C1C=CC(/C=C/C(/C=C/C2C=CC=CC=2)=O)=CC=1.[Pd].[Pd]>[C:24]([C:21]1[CH:22]=[CH:23][C:18]([NH:17][C:15](=[O:16])[C:14]2[CH:28]=[CH:29][CH:30]=[CH:31][C:13]=2[NH:12][C:2]2[CH:11]=[CH:10][C:9]3[C:4](=[CH:5][N:6]=[CH:7][CH:8]=3)[N:3]=2)=[CH:19][CH:20]=1)([CH3:27])([CH3:25])[CH3:26] |f:5.6.7.8.9|. Reaction conditions: temperature 70 celsius, time 24 hour. Reported procedure: 2-Chloro-[1,7]naphthyridine (100 mg, 0.61 mmol), 2-amino-N-(4-tert-butyl-phenyl)-benzamide (164 mg, 0.61 mmol), Pd2(dba)3 (6 mg, 0.006 mmol), (2′-Dicyclohexylphosphanyl-biphenyl-2-yl)-dimethyl-amine (6 mg, 0.015 mmol), and 1M solution of LiN(TMS)2 in THF (1.83 mL), 1.83 mmol) were added to a reaction vessel. The vessel was sealed and the reaction was stirred at 70° C. for 24 h. The mixture was cooled to RT, and solvent was removed under vacuum. The crude was purified by flash column chromatograp... The solvent is C1CCOC1 (THF). Reactants: CC(C)(C)[Si](OCC=1C=C(C(=CC1)C1=C(C=CC(=C1)OC)F)C(=O)OC)(C)C (Methyl 4-((((1,1-dimethylethyl)(dimethyl)silyl)oxy)methyl)-2′-fluoro-5′-(methyloxy)-1,1′-biphenyl-2-carboxylate), [H-].[H-].[H-].[H-].[Li+].[Al+3] (LAH). Solvent: C1CCOC1 (THF). Conditions: time 10 minute. Product: CC(C)(C)[Si](OCC1=CC(=C(C=C1)C1=C(C=CC(=C1)OC)F)CO)(C)C ((4-((((1,1-Dimethylethyl)(dimethyl)silyl)oxy)methyl)-2′-fluoro-5′-(methyloxy)-1,1′-biphenyl-2-yl)methanol). The yield is 96.9%. RXN SMILES: [CH3:1][C:2]([Si:5]([CH3:28])([CH3:27])[O:6][CH2:7][C:8]1[CH:9]=[C:10]([C:23](OC)=[O:24])[C:11]([C:14]2[CH:19]=[C:18]([O:20][CH3:21])[CH:17]=[CH:16][C:15]=2[F:22])=[CH:12][CH:13]=1)([CH3:4])[CH3:3].[H-].[H-].[H-].[H-].[Li+].[Al+3]>C1COCC1>[CH3:4][C:2]([Si:5]([CH3:27])([CH3:28])[O:6][CH2:7][C:8]1[CH:13]=[CH:12][C:11]([C:14]2[CH:19]=[C:18]([O:20][CH3:21])[CH:17]=[CH:16][C:15]=2[F:22])=[C:10]([CH2:23][OH:24])[CH:9]=1)([CH3:1])[CH3:3] |f:1.2.3.4.5.6|. Procedure details: A 100 mL round bottom flask was charged with 83.18A (0.82 g, 2.0 mmol) and THF (10 mL). To the solution was added LAH (1.0 M in THF) (available from Aldrich) (2.0 mL, 2.0 mmol) dropwise at room temperature. The mixture was stirred for 10 minutes, quenched with aqueous Rochelle salt, and diluted with EtOAc. The organic phase was washed with water and brine, dried (MgSO4), and concentrated. The residue was purified by silica gel flash chromatography (0-25% EtOAc/hexane) to afford 83.18B (0.73 g, 9... Reactants: OC1=C(C(=O)OC)C=CC(=N1)C (methyl 2-hydroxy-6-methylnicotinate), CN(C=O)C (N,N-dimethylformamide), C([O-])([O-])=O.[K+].[K+] (potassium carbonate), ClC1=NC(=CC(=N1)OC)OC (2-chloro-4,6-dimethoxypyrimidine). Solvent: O (water). Product: COC1=NC(=NC(=C1)OC)OC1=C(C(=O)OC)C=CC(=N1)C (methyl 2-(4,6-dimethoxypyrimidin-2-yloxy)-6-methylnicotinate). Isolated yield 8.0%. Reaction SMILES: [OH:1][C:2]1[N:11]=[C:10]([CH3:12])[CH:9]=[CH:8][C:3]=1[C:4]([O:6][CH3:7])=[O:5].C(=O)([O-])[O-].[K+].[K+].Cl[C:20]1[N:25]=[C:24]([O:26][CH3:27])[CH:23]=[C:22]([O:28][CH3:29])[N:21]=1.CN(C)C=O>O>[CH3:29][O:28][C:22]1[CH:23]=[C:24]([O:26][CH3:27])[N:25]=[C:20]([O:1][C:2]2[N:11]=[C:10]([CH3:12])[CH:9]=[CH:8][C:3]=2[C:4]([O:6][CH3:7])=[O:5])[N:21]=1 |f:1.2.3|. Reported procedure: 5.0 g (0.03 mol) of methyl 2-hydroxy-6-methylnicotinate, 5.0 g (0.03 mol) of potassium carbonate, 5.7 g (0.03 mol) of 2-chloro-4,6-dimethoxypyrimidine and 50 ml of N,N-dimethylformamide were weighed, and were reacted at 100° C. for 4 hours. The reaction mixture was then poured into water, and was extracted with 100 ml of ethyl acetate. The organic layer was then washed with water and a saturated sodium chloride aqueous solution. After drying with anhydrous sodium sulfate, the solvent was distill...